From a dataset of the Open Reaction Database (ORD), a public repository of structured organic reaction records. describe an organic reaction: reactants, conditions, products, and yield Starting materials: Cc1ccccc1, OCCn1nc(-c2ccccc2Cl)nc1-c1ccccc1C(F)(F)F, O=S(Cl)Cl. Product: FC(F)(F)c1ccccc1-c1nc(-c2ccccc2Cl)nn1CCCl. RXN SMILES: [CH3:30][c:31]1[cH:32][cH:33][cH:34][cH:35][cH:36]1.[Cl:1][c:2]1[c:3](-[c:8]2[n:9][n:10]([CH2:23][CH2:24][OH:25])[c:11](-[c:13]3[c:14]([C:19]([F:20])([F:21])[F:22])[cH:15][cH:16][cH:17][cH:18]3)[n:12]2)[cH:4][cH:5][cH:6][cH:7]1.[S:26]([Cl:27])([Cl:28])=[O:29]>>[Cl:1][c:2]1[c:3](-[c:8]2[n:9][n:10]([CH2:23][CH2:24][Cl:28])[c:11](-[c:13]3[c:14]([C:19]([F:20])([F:21])[F:22])[cH:15][cH:16][cH:17][cH:18]3)[n:12]2)[cH:4][cH:5][cH:6][cH:7]1. Starting materials: CCOC(=O)c1cnc2ccc(Br)cc2c1O, CN(C)C=O, O, O=P(Cl)(Cl)Cl. Product: CCOC(=O)c1cnc2ccc(Br)cc2c1Cl. As a reaction SMILES: [CH2:1]([CH3:2])[O:3][C:4](=[O:5])[c:6]1[cH:7][n:8][c:9]2[cH:10][cH:11][c:12]([Br:17])[cH:13][c:14]2[c:15]1[OH:16].[CH3:24][N:25]([CH3:26])[CH:27]=[O:28].[OH2:23].[P:18]([Cl:19])([Cl:20])([Cl:21])=[O:22]>>[CH2:1]([CH3:2])[O:3][C:4](=[O:5])[c:6]1[cH:7][n:8][c:9]2[cH:10][cH:11][c:12]([Br:17])[cH:13][c:14]2[c:15]1[Cl:20]. Reactants: C(C)I (ethyliodide), NC1=C(C=CC(=C1)CC(=O)[O-])C1=CC=CC=C1.[Na+] (Sodium 2-amino-4-biphenylacetate), O (water). Solvent: CN(C=O)C (dimethylformamide). Reaction conditions: time 3 hour. Yields the product C(C)OC(CC1=CC(=C(C=C1)C1=CC=CC=C1)N)=O (ethyl-2-amino-4-biphenylacetate). As a reaction SMILES: [NH2:1][C:2]1[CH:7]=[C:6]([CH2:8][C:9]([O-:11])=[O:10])[CH:5]=[CH:4][C:3]=1[C:12]1[CH:17]=[CH:16][CH:15]=[CH:14][CH:13]=1.[Na+].[CH2:19](I)[CH3:20].O>CN(C)C=O>[CH2:19]([O:10][C:9](=[O:11])[CH2:8][C:6]1[CH:5]=[CH:4][C:3]([C:12]2[CH:13]=[CH:14][CH:15]=[CH:16][CH:17]=2)=[C:2]([NH2:1])[CH:7]=1)[CH3:20] |f:0.1|. Procedure: Sodium 2-amino-4-biphenylacetate is dissolved in dimethylformamide and the solution treated with ethyliodide. The solution is stirred at room temperature for about 3 hours, the solution added to water and the mixture extracted several times with benzene. The combined benzene extracts are washed with dilute base and water, dried over sodium sulfate, concentrated and crystallized to give ethyl-2-amino-4-biphenylacetate. Reactants: CC1=NOC(=C1)C(=O)O (3-methylisoxazole-5-carboxylic acid), C([O-])([O-])=O.[Cs+].[Cs+] (cesium carbonate), CO (methanol), ClCN1S(=O)(=O)C2=CC(=CC(=C2C1=O)C(C)C)OC (2-chloromethyl-4-isopropyl-6-methoxysaccharin). Run in O (water). Reaction conditions: time 30 minute. The product is CC1=NOC(=C1)C(=O)OCN1S(=O)(=O)C2=CC(=CC(=C2C1=O)C(C)C)OC (4-isopropyl-6-methoxy-2-saccharinylmethyl 3-methylisoxazole-5-carboxylate). The yield is 84.5%. Reaction SMILES: [CH3:1][C:2]1[CH:6]=[C:5]([C:7]([OH:9])=[O:8])[O:4][N:3]=1.C(=O)([O-])[O-].[Cs+].[Cs+].CO.Cl[CH2:19][N:20]1[C:30](=[O:31])[C:29]2[C:24](=[CH:25][C:26]([O:35][CH3:36])=[CH:27][C:28]=2[CH:32]([CH3:34])[CH3:33])[S:21]1(=[O:23])=[O:22]>O>[CH3:1][C:2]1[CH:6]=[C:5]([C:7]([O:9][CH2:19][N:20]2[C:30](=[O:31])[C:29]3[C:24](=[CH:25][C:26]([O:35][CH3:36])=[CH:27][C:28]=3[CH:32]([CH3:34])[CH3:33])[S:21]2(=[O:22])=[O:23])=[O:8])[O:4][N:3]=1 |f:1.2.3|. Procedure: A mixture of 3-methylisoxazole-5-carboxylic acid (0.63 g, 5.0 mmol), cesium carbonate (0.8 g, 2.45 mmol) and methanol was stirred for 30 minutes. The solvent was removed in vacuo and the residue was dried in high vacuum for 1 hour. The residue was suspended in DMF (30 ml) and 2-chloromethyl-4-isopropyl-6-methoxysaccharin (1.0 g, 3.3 mmol) was added. The mixture was stirred at room temperature for 19 hours and was poured into water. The mixture was extracted with ethyl acetate/ether (4/1, 300 ml)... The reactants are CCCC(=O)Nc1nn(COCC[Si](C)(C)C)c2cc(-c3ccc(OCc4ccccc4)cc3)c(Br)cc12, CCCC[N+](CCCC)(CCCC)CCCC, CCOC(C)=O, [F-], C1CCOC1. The product is CCCC(=O)Nc1n[nH]c2cc(-c3ccc(OCc4ccccc4)cc3)c(Br)cc12. As a reaction SMILES: [Br:19][c:20]1[cH:21][c:22]2[c:23]([NH:51][C:52]([CH2:53][CH2:54][CH3:55])=[O:56])[n:24][n:25]([CH2:43][O:44][CH2:45][CH2:46][Si:47]([CH3:48])([CH3:49])[CH3:50])[c:26]2[cH:27][c:28]1-[c:29]1[cH:30][cH:31][c:32]([O:35][CH2:36][c:37]2[cH:38][cH:39][cH:40][cH:41][cH:42]2)[cH:33][cH:34]1.[CH3:2][CH2:3][CH2:4][CH2:5][N+:6]([CH2:7][CH2:8][CH2:9][CH3:10])([CH2:11][CH2:12][CH2:13][CH3:14])[CH2:15][CH2:16][CH2:17][CH3:18].[CH3:57][CH2:58][O:59][C:60](=[O:61])[CH3:62].[F-:1].[O:63]1[CH2:64][CH2:65][CH2:66][CH2:67]1>>[Br:19][c:20]1[cH:21][c:22]2[c:23]([NH:51][C:52]([CH2:53][CH2:54][CH3:55])=[O:56])[n:24][nH:25][c:26]2[cH:27][c:28]1-[c:29]1[cH:30][cH:31][c:32]([O:35][CH2:36][c:37]2[cH:38][cH:39][cH:40][cH:41][cH:42]2)[cH:33][cH:34]1. Reaction conditions: temperature 0 celsius, time 10 minute. Reported procedure: Sodium hydride (60% oily, 475 mg, 11.88 mmol) was suspended in 15 m of dimethylformamide and cooled down to 0° C. To the suspension was added N-trifluoroacetyl-indoline-5-sulfonamide (0.832 g, 2.97 mmol) prepared in Preparation 7 in several portions, and then the mixture was stirred at 0° C. for 10 min. Then, (S)-2-N-phenoxycarbonylamino-2-phenylethylmethane-sulfonate (1.0 g, 2.97 mmol) prepared in Preparation 6 was added thereto. The reaction mixture was stirred at 0° C. for 3 hours and further... As a reaction SMILES: [H-].[Na+].FC(F)(F)[C:5]([NH:7][S:8]([C:11]1[CH:12]=[C:13]2[C:17](=[CH:18][CH:19]=1)[NH:16][CH2:15][CH2:14]2)(=[O:10])=[O:9])=O.C[N:23]([CH3:26])[CH:24]=[O:25]>>[C:11]1([C@H:26]2[CH2:5][N:7]([S:8]([C:11]3[CH:12]=[C:13]4[C:17](=[CH:18][CH:19]=3)[NH:16][CH2:15][CH2:14]4)(=[O:10])=[O:9])[C:24](=[O:25])[NH:23]2)[CH:12]=[CH:13][CH:17]=[CH:18][CH:19]=1 |f:0.1|. The reactants are [H-].[Na+] (Sodium hydride), CN(C=O)C (dimethylformamide), FC(C(=O)NS(=O)(=O)C=1C=C2CCNC2=CC1)(F)F (N-trifluoroacetyl-indoline-5-sulfonamide), (S)-2-N-phenoxycarbonylamino-2-phenylethylmethane-sulfonate. Product: C1(=CC=CC=C1)[C@@H]1NC(N(C1)S(=O)(=O)C=1C=C2CCNC2=CC1)=O ((S)-(+)-4-phenyl-1-(indoline-5-sulfonyl)-4,5-dihydro-2-imidazolone). The yield is 68.0%.